From a dataset of the Open Reaction Database (ORD), a public repository of structured organic reaction records. describe an organic reaction: reactants, conditions, products, and yield Starting materials: C(C)(=O)O[BH-](OC(C)=O)OC(C)=O.[Na+] (Sodium triacetoxyborohydride), C(C)(C)(C)OC(=O)NCC1CNCC1 (3-(RS)-(N-tert-butoxycarbonylaminomethyl)pyrrolidine), ClC1=C(C=O)C=CC=C1Cl (2,3-dichlorobenzaldehyde). Solvent: ClC(C)Cl (dichloroethane). Conditions: time 8 hour. Yields the product C(C)(C)(C)OC(=O)NCC1CN(CC1)CC1=C(C(=CC=C1)Cl)Cl (3-(RS)-(N-tert-butoxycarbonylaminomethyl)-1-(2,3-dichlorobenzyl)-pyrrolidine). Yield: 80.7%. As a reaction SMILES: C(O[BH-](OC(=O)C)OC(=O)C)(=O)C.[Na+].[C:15]([O:19][C:20]([NH:22][CH2:23][CH:24]1[CH2:28][CH2:27][NH:26][CH2:25]1)=[O:21])([CH3:18])([CH3:17])[CH3:16].[Cl:29][C:30]1[C:37]([Cl:38])=[CH:36][CH:35]=[CH:34][C:31]=1[CH:32]=O>ClC(Cl)C>[C:15]([O:19][C:20]([NH:22][CH2:23][CH:24]1[CH2:28][CH2:27][N:26]([CH2:32][C:31]2[CH:34]=[CH:35][CH:36]=[C:37]([Cl:38])[C:30]=2[Cl:29])[CH2:25]1)=[O:21])([CH3:18])([CH3:16])[CH3:17] |f:0.1|. Procedure details: Sodium triacetoxyborohydride (3.2 g, 15 mmol, 1.5 equiv.) was added in one portion to a stirred solution of 3-(RS)-(N-tert-butoxycarbonylaminomethyl)pyrrolidine (2.0 g, 10 mmol) and 2,3-dichlorobenzaldehyde (1.9 g, 11 mmol, 1.1 equiv.) in dichloroethane (60 mL) at room temperature. The suspension was stirred overnight, then concentrated in vacuo. The residue was diluted with ether and quenched with 1 M hydrochloric acid. The aqueous phase was basified with 4 M sodium hydroxide to pH 12, then ext...